This data is from the Open Reaction Database (ORD), a public repository of structured organic reaction records. The task is: describe an organic reaction: reactants, conditions, products, and yield The reactants are O=C1CCCN1C1CCC2(O)C3Cc4ccc(OCc5ccccc5)c5c4C2(CCN3CC2CC2)C1O5, Fc1ccc(CBr)cc1. Product: O=C1C(Cc2ccc(F)cc2)CCN1C1CCC2(O)C3Cc4ccc(OCc5ccccc5)c5c4C2(CCN3CC2CC2)C1O5. RXN SMILES: [CH2:1]([c:2]1[cH:3][cH:4][cH:5][cH:6][cH:7]1)[O:8][c:9]1[cH:10][cH:11][c:12]2[c:21]3[c:22]1[O:23][CH:19]1[CH:18]([N:31]4[C:32](=[O:36])[CH2:33][CH2:34][CH2:35]4)[CH2:17][CH2:16][C:15]4([OH:37])[CH:14]([CH2:13]2)[N:26]([CH2:27][CH:28]2[CH2:29][CH2:30]2)[CH2:25][CH2:24][C:20]413.[F:38][c:39]1[cH:40][cH:41][c:42]([CH2:43][Br:44])[cH:45][cH:46]1>>[CH2:1]([c:2]1[cH:3][cH:4][cH:5][cH:6][cH:7]1)[O:8][c:9]1[cH:10][cH:11][c:12]2[c:21]3[c:22]1[O:23][CH:19]1[CH:18]([N:31]4[C:32](=[O:36])[CH:33]([CH2:43][c:42]5[cH:41][cH:40][c:39]([F:38])[cH:46][cH:45]5)[CH2:34][CH2:35]4)[CH2:17][CH2:16][C:15]4([OH:37])[CH:14]([CH2:13]2)[N:26]([CH2:27][CH:28]2[CH2:29][CH2:30]2)[CH2:25][CH2:24][C:20]413. Starting materials: COC(=O)C(C)C1=CC=C(C=C1)OC (4-(1-methoxycarbonylethyl)anisole), C(#N)C1(CC1)C=1C=CC(=C(C=O)C1)OC (5-(1-Cyanocyclopropyl)-2-methoxybenzaldehyde). Yields the product COC1=C(C=O)C=C(C=C1)C(C)C(=O)OC (2-methoxy-5-(1-methoxycarbonylethyl)benzaldehyde). Reaction SMILES: [CH3:1][O:2][C:3]([CH:5]([C:7]1[CH:12]=[CH:11][C:10]([O:13][CH3:14])=[CH:9][CH:8]=1)[CH3:6])=[O:4].C(C1(C2C=CC(OC)=C(C=2)[CH:25]=[O:26])CC1)#N>>[CH3:14][O:13][C:10]1[CH:9]=[CH:8][C:7]([CH:5]([C:3]([O:2][CH3:1])=[O:4])[CH3:6])=[CH:12][C:11]=1[CH:25]=[O:26]. Procedure: This compound was prepared from Compound 32 in the same manner of Compound 2. Starting materials: N#CCBr, O=C([O-])[O-], CC#N, [K+], [K+], O, COc1ccc(C=O)c(O)c1. Yields the product COc1ccc(C=O)c(OCC#N)c1. RXN SMILES: [Br:18][CH2:19][C:20]#[N:21].[C:12](=[O:13])([O-:14])[O-:15].[CH3:22][C:23]#[N:24].[K+:16].[K+:17].[OH2:25].[OH:1][c:2]1[c:3]([CH:4]=[O:5])[cH:6][cH:7][c:8]([O:10][CH3:11])[cH:9]1>>[O:1]([c:2]1[c:3]([CH:4]=[O:5])[cH:6][cH:7][c:8]([O:10][CH3:11])[cH:9]1)[CH2:19][C:20]#[N:21]. The reactants are NaIO4, C1(=CC=CC=C1)/C=C/C1=NC=C2OCC(N=C2N1)=O (2-[(E)-2-phenylethenyl]-1H-pyrimido[5,4-b][1,4]oxazin-7(6H)-one), O1CCOCC1 (1,4-dioxane), NaIO4, O1CCOCC1 (1,4-dioxane). Reagents/catalysts: O=[Os](=O)(=O)=O (OsO4), O=[Os](=O)(=O)=O (OsO4). Run in O (water), O (water), C(Cl)Cl (DCM). Run at time 2 hour. Yields the product O=C1N=C2C(OC1)=CN=C(N2)C=O (7-Oxo-6,7-dihydro-1H-pyrimido[5,4-b][1,4]oxazine-2-carbaldehyde). RXN SMILES: C1(/C=[CH:8]/[C:9]2[NH:18][C:17]3[C:12]([O:13][CH2:14][C:15](=[O:19])[N:16]=3)=[CH:11][N:10]=2)C=CC=CC=1.[O:20]1CCOCC1>O.C(Cl)Cl.O=[Os](=O)(=O)=O>[O:19]=[C:15]1[CH2:14][O:13][C:12]2=[CH:11][N:10]=[C:9]([CH:8]=[O:20])[NH:18][C:17]2=[N:16]1. Reported procedure: To a suspension of 2-[(E)-2-phenylethenyl]-1H-pyrimido[5,4-b][1,4]oxazin-7(6H)-one (106 mg, 0.418 mmol) in 1,4-dioxane (12 mL) and water (3 mL) was added NaIO4 (357 mg, 1.67 mmol) and OsO4 (00.1 mL, 4% wt in water) and the reaction mixture was stirred at room temperature. After 2 h, and additional 3 mL of 1,4-dioxane and 180 mg of NaIO4 were added. After a total of 7.5 h, the reaction was capped and stored in a freezer for the weekend. After warming to room temperature, additional OsO4 (0.1 mL, ...